This data is from the Open Reaction Database (ORD), a public repository of structured organic reaction records. The task is: describe an organic reaction: reactants, conditions, products, and yield Starting materials: BrC1=CC2=C(N(C=N2)C2CC2)C(=C1)O[C@H](C)[C@@H]1CC(NC1)=O ((R)-4-((R)-1-((5-bromo-1-cyclopropyl-1 h-benzo[d]imidazol-7-yl)oxy)ethyl)pyrrolidin-2-one), C(CCC)[Sn](C1=NC=CN=C1)(CCCC)CCCC (2-(tributylstannyl)pyrazine). The reagents and catalysts are Cl[Pd]([P](C1=CC=CC=C1)(C2=CC=CC=C2)C3=CC=CC=C3)([P](C4=CC=CC=C4)(C5=CC=CC=C5)C6=CC=CC=C6)Cl (Bis(triphenylphosphine)palladium(II) dichloride). Solvent: O1CCOCC1 (dioxane). Conditions: temperature 130 celsius. The product is C1(CC1)N1C=NC2=C1C(=CC(=C2)C2=NC=CN=C2)O[C@H](C)[C@@H]2CC(NC2)=O ((R)-4-((R)-1-((1-cyclopropyl-5-(pyrazin-2-yl)-1H-benzo[d]imidazol-7-yl)oxy)ethyl)pyrrolidin-2-one). Yield: 23.0%. As a reaction SMILES: Br[C:2]1[CH:13]=[C:12]([O:14][C@@H:15]([C@H:17]2[CH2:21][NH:20][C:19](=[O:22])[CH2:18]2)[CH3:16])[C:5]2[N:6]([CH:9]3[CH2:11][CH2:10]3)[CH:7]=[N:8][C:4]=2[CH:3]=1.C([Sn](CCCC)(CCCC)[C:28]1[CH:33]=[N:32][CH:31]=[CH:30][N:29]=1)CCC>Cl[Pd](Cl)([P](C1C=CC=CC=1)(C1C=CC=CC=1)C1C=CC=CC=1)[P](C1C=CC=CC=1)(C1C=CC=CC=1)C1C=CC=CC=1.O1CCOCC1>[CH:9]1([N:6]2[C:5]3[C:12]([O:14][C@@H:15]([C@H:17]4[CH2:21][NH:20][C:19](=[O:22])[CH2:18]4)[CH3:16])=[CH:13][C:2]([C:28]4[CH:33]=[N:32][CH:31]=[CH:30][N:29]=4)=[CH:3][C:4]=3[N:8]=[CH:7]2)[CH2:11][CH2:10]1 |^1:44,63|. Procedure details: Into a microwave-tube, a mixture of (R)-4-((R)-1-((5-bromo-1-cyclopropyl-1 h-benzo[d]imidazol-7-yl)oxy)ethyl)pyrrolidin-2-one: (100.0 mg, 0.27 mmol), 2-(tributylstannyl)pyrazine (152.0 mg, 0.91 mmol), Bis(triphenylphosphine)palladium(II) dichloride (28.9 mg, 0.04 mmol) and dioxane (8 mL). The reaction mixture was placed in the microwave reactor and heated at 130° C. for 30 min. Quenched with saturated KF, extracted with EtOAc (3×30 ml). The combined organic layers were washed with water (2×5 mL)... Starting materials: O (water), ClC1=C(C(=CC=C1)Cl)N1N=CC=C1C(=O)OCC (Ethyl 1-(2,6-dichlorophenyl)-pyrazole-5-carboxylate), BrBr (bromine), Na acetate. The solvent is C(C)(=O)O (acetic acid). Conditions: time 60 hour. Product: BrC=1C=NN(C1C(=O)OCC)C1=C(C=CC=C1Cl)Cl (Ethyl 4-bromo-1-(2,6-dichlorophenyl)-pyrazole-5-carboxylate). As a reaction SMILES: [Cl:1][C:2]1[CH:7]=[CH:6][CH:5]=[C:4]([Cl:8])[C:3]=1[N:9]1[C:13]([C:14]([O:16][CH2:17][CH3:18])=[O:15])=[CH:12][CH:11]=[N:10]1.[Br:19]Br.O>C(O)(=O)C>[Br:19][C:12]1[CH:11]=[N:10][N:9]([C:3]2[C:4]([Cl:8])=[CH:5][CH:6]=[CH:7][C:2]=2[Cl:1])[C:13]=1[C:14]([O:16][CH2:17][CH3:18])=[O:15]. Procedure details: 14.3 g of ethyl 1-(2,6-dichlorophenyl)-pyrazole-5-carboxylate from Example 4 were dissolved in 100 ml of glacial acetic acid, 10 g of Na acetate were added, and 4.5 g of bromine were added dropwise at room temperature. After 60 hours, the reaction mixture was poured into 1 liter of water, washed with water and recrystallized from ethanol. Yield: 8.2 g Melting point: 62°-65° C. Starting materials: BrC1=CC=C(C(=N1)C(=O)OC)OC (methyl 6-bromo-3-methoxypicolinate), O[Li].O (LiOH—H2O). Run in O1CCOCC1.O (dioxane H2O). Reaction conditions: time 8 hour. Product: BrC1=CC=C(C(=N1)C(=O)O)OC (6-bromo-3-methoxypicolinic acid). Isolated yield 72.6%. Reaction SMILES: [Br:1][C:2]1[N:7]=[C:6]([C:8]([O:10]C)=[O:9])[C:5]([O:12][CH3:13])=[CH:4][CH:3]=1.O[Li].O>O1CCOCC1.O>[Br:1][C:2]1[N:7]=[C:6]([C:8]([OH:10])=[O:9])[C:5]([O:12][CH3:13])=[CH:4][CH:3]=1 |f:1.2,3.4|. Reported procedure: A mixture of methyl 6-bromo-3-methoxypicolinate (4 g, 18.4 mmol) and LiOH—H2O (1.6 g, 36.9 mmol) in dioxane/H2O (5/1, 40 mL) was stirred at RT overnight. After pH was adjusted to 7, the mixture was filtered to provide crude 6-bromo-3-methoxypicolinic acid (3.1 g, yield: 81%). 1H-NMR (CDCl3, 400 MHz) δ 10.71 (m, 1H), 7.70 (d, J=8.0 Hz, 1H), 7.40 (d, J=8.0 Hz, 1H), 4.01 (s, 3H). MS (M+H)+: 232/234. Starting materials: COC=1C=C(C=CC1)C1=CC=CC=2CC(OC21)CN ((±)-1-[7-(3-methoxyphenyl)-2,3-dihydro-1-benzofuran-2-yl]methanamine), C(C)(C)N(CC)C(C)C (diisopropylethylamine), ClC(=O)OCC1=CC=CC=C1 (benzyl chloroformate), Intermediate 12. The product is C(C1=CC=CC=C1)OC(NCC1OC2=C(C1)C=CC=C2C2=CC(=CC=C2)OC)=O ((±)-benzyl[7-(3-methoxyphenyl)-2,3-dihydro-1-benzofuran-2-yl]methylcarbamate). Yield: 93.4%. Reaction SMILES: [CH3:1][O:2][C:3]1[CH:4]=[C:5]([C:9]2[C:17]3[O:16][CH:15]([CH2:18][NH2:19])[CH2:14][C:13]=3[CH:12]=[CH:11][CH:10]=2)[CH:6]=[CH:7][CH:8]=1.C(N(C(C)C)CC)(C)C.Cl[C:30]([O:32][CH2:33][C:34]1[CH:39]=[CH:38][CH:37]=[CH:36][CH:35]=1)=[O:31]>>[CH2:33]([O:32][C:30](=[O:31])[NH:19][CH2:18][CH:15]1[CH2:14][C:13]2[CH:12]=[CH:11][CH:10]=[C:9]([C:5]3[CH:6]=[CH:7][CH:8]=[C:3]([O:2][CH3:1])[CH:4]=3)[C:17]=2[O:16]1)[C:34]1[CH:39]=[CH:38][CH:37]=[CH:36][CH:35]=1. Procedure details: Treatment of (±)-1-[7-(3-methoxyphenyl)-2,3-dihydro-1-benzofuran-2-yl]methanamine (2.4 g, 9.4 mmol) with diisopropylethylamine (1.82 g, 14.10 mmol) and benzyl chloroformate (1.92 g, 11.28 mmol) generally according to the reaction conditions described for Intermediate 12 afforded 3.42 g (93%) of (±)-benzyl[7-(3-methoxyphenyl)-2,3-dihydro-1-benzofuran-2-yl]methylcarbamate as a colorless oil. Rf=0.78 (silica, ethyl acetate:hexanes 1:4); Anal. calcd. for C24H23NO4′: C, 74.02; H, 5.95; N, 3.6. Found:... The reactants are C(C)OC(C(C(C)C)C(C1=CC=C(C=C1)Cl)=O)=O.ClC1=CC=C(C=C1)C1=C(C(=NO1)O)C(C)C (4-Chlorophenyl-3-hydroxy-4-isopropylisoxazole 2-(4-Chlorobenzoyl)isovaleric acid ethyl ester), Cl.NO (hydroxylamine hydrochloride), C[O-].[Na+] (sodium methoxide). The product is ClC1=CC=C(C=C1)C1=C(C(=NO1)O)C(C)C (5-(4-Chlorophenyl)-3-hydroxy-4-isopropylisoxazole). The yield is 131.9%. Reaction SMILES: C(OC(=O)C(C(=O)C1C=CC(Cl)=CC=1)C(C)C)C.[Cl:19][C:20]1[CH:25]=[CH:24][C:23]([C:26]2[O:30][N:29]=[C:28]([OH:31])[C:27]=2[CH:32]([CH3:34])[CH3:33])=[CH:22][CH:21]=1.Cl.NO.C[O-].[Na+]>>[Cl:19][C:20]1[CH:21]=[CH:22][C:23]([C:26]2[O:30][N:29]=[C:28]([OH:31])[C:27]=2[CH:32]([CH3:34])[CH3:33])=[CH:24][CH:25]=1 |f:0.1,2.3,4.5|. Reported procedure: 5-(4-Chlorophenyl-3-hydroxy-4-isopropylisoxazole 2-(4-Chlorobenzoyl)isovaleric acid ethyl ester (2.1 g), hydroxylamine hydrochloride (1.1 g) and sodium methoxide (28% methanol solution, 7.5 ml) were subjected to reaction and post-treatment in a similar manner to that described in Reference example 8(b) to obtain the title compound (1.3 g, 71%) as colorless crystals.